Dataset: the Open Reaction Database (ORD), a public repository of structured organic reaction records. Task: describe an organic reaction: reactants, conditions, products, and yield The reactants are ClC=1C(=CC2=C(NC(CC(=N2)C2=CC(=CC=C2)N2N=CN=C2CO)=O)C1)N(CCC)C (8-chloro-7-(methyl-propyl-amino)-4-[3-(5-hydroxymethyl-[1,2,4]triazol-1-yl)-phenyl]-1,3-dihydro-benzo[b][1,4]diazepin-2-one), S(=O)(Cl)Cl (thionylchloride), [Cl-] (chloride), N1CCCC1 (pyrrolidine). Run in ClCCl (dichloromethane), CN(C)C=O (DMF). The product is ClC=1C(=CC2=C(NC(CC(=N2)C2=CC(=CC=C2)N2N=CN=C2CN2CCCC2)=O)C1)N(CCC)C (8-Chloro-7-(methyl-propyl-amino)-4-[3-(5-pyrrolidin-1-ylmethyl-[1,2,4]triazol-1-yl)-phenyl]-1,3-dihydro-benzo[b][1,4]diazepin-2-one), solid. Isolated yield 46.0%. Reaction SMILES: [Cl:1][C:2]1[C:3]([N:27]([CH3:31])[CH2:28][CH2:29][CH3:30])=[CH:4][C:5]2[N:11]=[C:10]([C:12]3[CH:17]=[CH:16][CH:15]=[C:14]([N:18]4[C:22]([CH2:23]O)=[N:21][CH:20]=[N:19]4)[CH:13]=3)[CH2:9][C:8](=[O:25])[NH:7][C:6]=2[CH:26]=1.S(Cl)(Cl)=O.[Cl-].[NH:37]1[CH2:41][CH2:40][CH2:39][CH2:38]1>ClCCl.CN(C=O)C>[Cl:1][C:2]1[C:3]([N:27]([CH3:31])[CH2:28][CH2:29][CH3:30])=[CH:4][C:5]2[N:11]=[C:10]([C:12]3[CH:17]=[CH:16][CH:15]=[C:14]([N:18]4[C:22]([CH2:23][N:37]5[CH2:41][CH2:40][CH2:39][CH2:38]5)=[N:21][CH:20]=[N:19]4)[CH:13]=3)[CH2:9][C:8](=[O:25])[NH:7][C:6]=2[CH:26]=1. Procedure: The title compound was prepared from 8-chloro-7-(methyl-propyl-amino)-4-[3-(5-hydroxymethyl-[1,2,4]triazol-1-yl)-phenyl]-1,3-dihydro-benzo[b][1,4]diazepin-2-one (Example 162) (220 mg, 0.50 mmol) by reaction with thionylchloride in dichloromethane and subsequent treatment of the corresponding chloride with pyrrolidine in DMF according to the method described in Example 45. Obtained as a light yellow solid (114 mg, 46%). The reactants are COC=1C=C(C=CC1)C12CCC(C(NC1=O)C2)=O (1-(3-methoxyphenyl)-6-azabicyclo[3,2,1]octane-4,7-dione), O.NN (hydrazine hydrate), C(C)O (ethanol). Run in C1=CC=CC=C1 (benzene). Product: COC=1C=C(C=CC1)C12CCC(C(NC1=O)C2)=NN (1-(3-methoxyphenyl)-6-azabicyclo[3,2,1]octane-4,7-dione-4-hydrazone). Isolated yield 94.2%. RXN SMILES: [CH3:1][O:2][C:3]1[CH:4]=[C:5]([C:9]23[CH2:17][CH:13]([NH:14][C:15]2=[O:16])[C:12](=O)[CH2:11][CH2:10]3)[CH:6]=[CH:7][CH:8]=1.O.[NH2:20][NH2:21].C(O)C>C1C=CC=CC=1>[CH3:1][O:2][C:3]1[CH:4]=[C:5]([C:9]23[CH2:17][CH:13]([NH:14][C:15]2=[O:16])[C:12](=[N:20][NH2:21])[CH2:11][CH2:10]3)[CH:6]=[CH:7][CH:8]=1 |f:1.2|. Reported procedure: A mixture of 21.73 g of 1-(3-methoxyphenyl)-6-azabicyclo[3,2,1]octane-4,7-dione, 4.9 g of hydrazine hydrate and 170 ml of ethanol is refluxed for 1 hour. After cooling, the mixture is evaporated under reduced pressure to remove solvent. The residue thus obtained is dispersed in benzene and then filtered to give 21.64 g of 1-(3-methoxyphenyl)-6-azabicyclo[3,2,1]octane-4,7-dione-4-hydrazone as crude crystals. A mixture of 21.64 g of 1-(3-methoxyphenyl)-6-azabicyclo[3,2,1]octane-4,7-dione-4-hydrazo... The reactants are ClC=1NC2=C(N1)C=CC=C2 (2-chlorobenzimidazole), COC=1C=C(N)C=C(C1)C(F)(F)F (3-methoxy-5-(trifluoromethyl)aniline). Product: N1=C(NC2=C1C=CC=C2)NC2=CC(=CC(=C2)C(F)(F)F)OC (N-(Benzoimidazol-2-yl)-3-methoxy-5-(trifluoromethyl)aniline), hydrochloride salt. As a reaction SMILES: Cl[C:2]1[NH:3][C:4]2[CH:10]=[CH:9][CH:8]=[CH:7][C:5]=2[N:6]=1.[CH3:11][O:12][C:13]1[CH:14]=[C:15]([CH:17]=[C:18]([C:20]([F:23])([F:22])[F:21])[CH:19]=1)[NH2:16]>>[N:6]1[C:5]2[CH:7]=[CH:8][CH:9]=[CH:10][C:4]=2[NH:3][C:2]=1[NH:16][C:15]1[CH:17]=[C:18]([C:20]([F:22])([F:23])[F:21])[CH:19]=[C:13]([O:12][CH3:11])[CH:14]=1. Reported procedure: The title compound was prepared from 2-chlorobenzimidazole and 3-methoxy-5-(trifluoromethyl)aniline by Procedure A. The product was isolated by filtration to give the title compound as a hydrochloride salt (white solid, mp 212-213° C.). MS(ES+) m/z 308 ([M+1]+, 100).